This data is from the Open Reaction Database (ORD), a public repository of structured organic reaction records. The task is: describe an organic reaction: reactants, conditions, products, and yield Yields the product ClC1=CC=C(C=C1)S(=O)(=O)NC(C(=O)NCCCC(=O)OC)COC=1C=NC=CC1 ((RS)-2-(4-chlorobenzenesulfonylamino)-N-(3-methoxycarbonylpropyl)-3-(pyridin-3-yloxy)propanamide). RXN SMILES: [Cl:1][C:2]1[CH:7]=[CH:6][C:5]([S:8]([NH:11][CH:12]([CH2:23][O:24]S(C)(=O)=O)[C:13]([NH:15][CH2:16][CH2:17][CH2:18][C:19]([O:21][CH3:22])=[O:20])=[O:14])(=[O:10])=[O:9])=[CH:4][CH:3]=1.O[C:30]1[CH:31]=[N:32][CH:33]=[CH:34][CH:35]=1>>[Cl:1][C:2]1[CH:7]=[CH:6][C:5]([S:8]([NH:11][CH:12]([CH2:23][O:24][C:30]2[CH:31]=[N:32][CH:33]=[CH:34][CH:35]=2)[C:13]([NH:15][CH2:16][CH2:17][CH2:18][C:19]([O:21][CH3:22])=[O:20])=[O:14])(=[O:10])=[O:9])=[CH:4][CH:3]=1. Reactants: ClC1=CC=C(C=C1)S(=O)(=O)NC(C(=O)NCCCC(=O)OC)COS(=O)(=O)C ((RS)-2-(4-chlorobenzenesulfonylamino)-3-methanesulfonyloxy-N-(3-methoxycarbonylpropyl)propanamide), OC=1C=NC=CC1 (3-hydroxypyridine). Procedure: The procedure described in Example 105 was repeated, except that (RS)-2-(4-chlorobenzenesulfonylamino)-3-methanesulfonyloxy-N-(3-methoxycarbonylpropyl)propanamide (102.2 mg) was reacted with 3-hydroxypyridine to obtain (RS)-2-(4-chlorobenzenesulfonylamino)-N-(3-methoxycarbonylpropyl)-3-(pyridin-3-yloxy)propanamide (92.8 mg). Reactants: O=C([O-])[O-], COc1ccc(CCl)cc1, CCC(C)=O, [K+], [K+], CCOC(=O)CCc1ccc(CCN2CCNCC2)cc1. Product: CCOC(=O)CCc1ccc(CCN2CCN(Cc3ccc(OC)cc3)CC2)cc1. Reaction SMILES: [C:32](=[O:33])([O-:34])[O-:35].[CH3:22][O:23][c:24]1[cH:25][cH:26][c:27]([CH2:28][Cl:29])[cH:30][cH:31]1.[CH3:38][CH2:39][C:40](=[O:41])[CH3:42].[K+:36].[K+:37].[N:1]1([CH2:7][CH2:8][c:9]2[cH:10][cH:11][c:12]([CH2:15][CH2:16][C:17](=[O:18])[O:19][CH2:20][CH3:21])[cH:13][cH:14]2)[CH2:2][CH2:3][NH:4][CH2:5][CH2:6]1>>[N:1]1([CH2:7][CH2:8][c:9]2[cH:10][cH:11][c:12]([CH2:15][CH2:16][C:17](=[O:18])[O:19][CH2:20][CH3:21])[cH:13][cH:14]2)[CH2:2][CH2:3][N:4]([CH2:28][c:27]2[cH:26][cH:25][c:24]([O:23][CH3:22])[cH:31][cH:30]2)[CH2:5][CH2:6]1. Starting materials: C=C(C)C, CCOCC, Cc1ccc(CSCC(N)C(=O)O)cc1, Cl, [Na+], C1COCCO1, [OH-], O=S(=O)(O)O. The product is Cc1ccc(CSCC(N)C(=O)OC(C)(C)C)cc1. RXN SMILES: [CH3:1][C:2]([CH3:3])=[CH2:4].[CH3:34][CH2:35][O:36][CH2:37][CH3:38].[CH3:5][c:6]1[cH:7][cH:8][c:9]([CH2:10][S:11][CH2:12][CH:13]([NH2:14])[C:15](=[O:16])[OH:17])[cH:18][cH:19]1.[ClH:27].[Na+:26].[O:28]1[CH2:29][CH2:30][O:31][CH2:32][CH2:33]1.[OH-:25].[S:20](=[O:21])(=[O:22])([OH:23])[OH:24]>>[CH3:1][C:2]([CH3:3])([CH3:4])[O:17][C:15]([CH:13]([CH2:12][S:11][CH2:10][c:9]1[cH:8][cH:7][c:6]([CH3:5])[cH:19][cH:18]1)[NH2:14])=[O:16]. RXN SMILES: [S:1]1[C@@H:6]2[CH2:7][C:8](=[O:9])[N:5]2[CH:4]=[CH:3][CH2:2]1.[H][H].N[N+]1C=CC=CC=1.NC1C=C[NH+]=CC=1.O=O.[S].[Na]>>[S:1]1[C@@H:6]2[CH2:7][C:8](=[O:9])[N:5]2[CH:4]=[CH:3][CH2:2]1.[S:1]1[C@@H:6]2[CH2:7][C:8](=[O:9])[N:5]2[CH2:4][CH:3]=[CH:2]1 |^3:27,^1:28|. Procedure details: The invention relates above all to 3-cephem compounds of the formula IA, wherein R1a denotes hydrogen, cyanoacetyl or an acyl group of the formula ##STR5## wherein Ra denotes phenyl or hydroxyphenyl, for example 3- or 4-hydroxyphenyl, also hydroxy-chlorophenyl, for example 3-chloro-4-hydroxyphenyl or 3,5-dichloro-4-hydroxyphenyl, it being possible for hydroxy substituents in such radicals to e protected by acyl radicals, such as optionally halogenated lower alkoxycarbonyl radicals, for example t... The product is 1-oxides, S1CC=CN2[C@H]1CC2=O (3-cephem), S1C=CCN2[C@H]1CC2=O (2-cephem). Starting materials: halogen, acyl, nitro-substituted phenyl-lower alkoxycarbonylamino, 1-lower alkoxycarbonyl-2-propylindeneamino, cycloalkoxyimino, lower alkanoylamino, [H][H] (hydrogen), [Na] (sodium), phenyl-lower alkoxycarbonyl, halogeno-lower alkanoylamino, 2-amino-lower alkyl, lower alkoxy, 2-halogen-lower alkoxycarbonyloxy, 2-halogeno-lower alkoxycarbonylamino, lower alkenyl, O-lower alkylphosphono, [H][H] (hydrogen), [H][H] (hydrogen), [H][H] (hydrogen), [S] (sulphur), aromatic heterocyclic, lower alkoxy, lower alkoxy-lower alkyl, alkali metal salt, O=O (oxygen), lower alkoxycarbonylamino, tri-lower alkylsilyloxy, lower alkoxy, S1CC=CN2[C@H]1CC2=O (3-cephem), esterified carboxyl, 2-halogen-lower alkoxy, N[N+]1=CC=CC=C1 (aminopyridinium), NC1=CC=[NH+]C=C1 (4-aminopyridinium), 5-amino-5-carboxy-valeryl, lower alkyl, acylamino, alkali metal salt, [H][H] (hydrogen), 2- or 3-thienyl, lower alkyl, lower alkoxyimino, optionally halogenated lower alkoxycarbonyl, 3- or 4-hydroxyphenyl, phenyl-lower alkoxycarbonyl, [Na] (sodium), lower alkoxycarbonyloxy, lower alkoxy-substituted, amino, arylthioamino, lower alkoxy, O=O (oxygen), arylsulphonylamino, acylamino, phenyl-lower alkyl, O,O'-di-lower alkylphosphono, acyloxy. The reactants are COc1ccc2[nH]c(C(=O)N3CCc4ccc(C(=O)NOC5CCCCO5)cc4C3)cc2c1, CO, Cl. The product is COc1ccc2[nH]c(C(=O)N3CCc4ccc(C(=O)NO)cc4C3)cc2c1. Reaction SMILES: [CH3:1][O:2][c:3]1[cH:4][c:5]2[cH:6][c:7]([C:12](=[O:13])[N:14]3[CH2:15][c:16]4[cH:17][c:18]([C:24](=[O:25])[NH:26][O:27][CH:28]5[CH2:29][CH2:30][CH2:31][CH2:32][O:33]5)[cH:19][cH:20][c:21]4[CH2:22][CH2:23]3)[nH:8][c:9]2[cH:10][cH:11]1.[CH3:34][OH:35].[ClH:36]>>[CH3:1][O:2][c:3]1[cH:4][c:5]2[cH:6][c:7]([C:12](=[O:13])[N:14]3[CH2:15][c:16]4[cH:17][c:18]([C:24](=[O:25])[NH:26][OH:27])[cH:19][cH:20][c:21]4[CH2:22][CH2:23]3)[nH:8][c:9]2[cH:10][cH:11]1. The reactants are O=C([O-])[O-], [Cs+], [Cs+], CSC(=Nc1nc2ccc(F)nc2s1)SC, NCC1(O)CN2CCC1CC2, CN(C)C=O, O. Yields the product Fc1ccc2nc(NC3=NCC4(CN5CCC4CC5)O3)sc2n1. As a reaction SMILES: [C:28](=[O:29])([O-:30])[O-:31].[Cs+:32].[Cs+:33].[F:1][c:2]1[cH:3][cH:4][c:5]2[c:6]([n:7]1)[s:8][c:9]([N:11]=[C:12]([S:13][CH3:14])[S:15][CH3:16])[n:10]2.[NH2:17][CH2:18][C:19]1([OH:27])[CH2:20][N:21]2[CH2:22][CH2:23][CH:24]1[CH2:25][CH2:26]2.[O:35]=[CH:36][N:37]([CH3:38])[CH3:39].[OH2:34]>>[F:1][c:2]1[cH:3][cH:4][c:5]2[c:6]([n:7]1)[s:8][c:9]([NH:11][C:12]1=[N:17][CH2:18][C:19]3([CH2:20][N:21]4[CH2:22][CH2:23][CH:24]3[CH2:25][CH2:26]4)[O:27]1)[n:10]2. Reactants: BrC1=CC(N(C=C1C#N)C(C(=O)NC1=CC=C(C(=O)OC(C)(C)C)C=C1)C)=O (tert-butyl 4-{[2-(4-bromo-5-cyano-2-oxopyridin-1(2H)-yl)propanoyl]amino}benzoate), ClC=1C=CC(=C(C1)B1OC(C(O1)(C)C)(C)C)C1CC1 (2-(5-chloro-2-cyclopropylphenyl)-4,4,5,5-tetramethyl-1,3,2-dioxaborolane), [1,1-bis(diphenylphosphino)ferrocene]palladium(II) chloride dichloromethane. Product: ClC=1C=CC(=C(C1)C1=CC(N(C=C1C#N)C(C(=O)NC1=CC=C(C(=O)OC(C)(C)C)C=C1)C)=O)C1CC1 (tert-Butyl 4-({2-[4-(5-chloro-2-cyclopropylphenyl)-5-cyano-2-oxopyridin-1(2H)-yl]propanoyl}amino)benzoate). As a reaction SMILES: Br[C:2]1[C:7]([C:8]#[N:9])=[CH:6][N:5]([CH:10]([CH3:27])[C:11]([NH:13][C:14]2[CH:26]=[CH:25][C:17]([C:18]([O:20][C:21]([CH3:24])([CH3:23])[CH3:22])=[O:19])=[CH:16][CH:15]=2)=[O:12])[C:4](=[O:28])[CH:3]=1.[Cl:29][C:30]1[CH:31]=[CH:32][C:33]([CH:45]2[CH2:47][CH2:46]2)=[C:34](B2OC(C)(C)C(C)(C)O2)[CH:35]=1>>[Cl:29][C:30]1[CH:35]=[CH:34][C:33]([CH:45]2[CH2:47][CH2:46]2)=[C:32]([C:2]2[C:7]([C:8]#[N:9])=[CH:6][N:5]([CH:10]([CH3:27])[C:11]([NH:13][C:14]3[CH:26]=[CH:25][C:17]([C:18]([O:20][C:21]([CH3:24])([CH3:23])[CH3:22])=[O:19])=[CH:16][CH:15]=3)=[O:12])[C:4](=[O:28])[CH:3]=2)[CH:31]=1. Reported procedure: 127 mg (purity 70%, 0.2 mmol) of tert-butyl 4-{[2-(4-bromo-5-cyano-2-oxopyridin-1(2H)-yl)propanoyl]amino}benzoate (racemate) and 67 mg (0.24 mmol) of 2-(5-chloro-2-cyclopropylphenyl)-4,4,5,5-tetramethyl-1,3,2-dioxaborolane in the presence of [1,1-bis(diphenylphosphino)ferrocene]palladium(II) chloride/dichloromethane monoadduct were reacted according to General Method 2A. Yield: 66 mg (62% of theory)